Dataset: the Open Reaction Database (ORD), a public repository of structured organic reaction records. Task: describe an organic reaction: reactants, conditions, products, and yield Starting materials: COC(C(=O)O)C(=O)NCC(F)(F)C(F)(F)F, NC1C(=O)N(CCOCc2ccccc2)c2ccccc2-c2ccccc21. Yields the product COC(C(=O)NCC(F)(F)C(F)(F)F)C(=O)NC1C(=O)N(CCOCc2ccccc2)c2ccccc2-c2ccccc21. As a reaction SMILES: [CH3:28][O:29][CH:30]([C:31](=[O:32])[OH:33])[C:34](=[O:35])[NH:36][CH2:37][C:38]([C:39]([F:40])([F:41])[F:42])([F:43])[F:44].[NH2:1][CH:2]1[c:3]2[c:4]([cH:24][cH:25][cH:26][cH:27]2)-[c:5]2[c:6]([cH:20][cH:21][cH:22][cH:23]2)[N:7]([CH2:10][CH2:11][O:12][CH2:13][c:14]2[cH:15][cH:16][cH:17][cH:18][cH:19]2)[C:8]1=[O:9]>>[NH:1]([CH:2]1[c:3]2[c:4]([cH:24][cH:25][cH:26][cH:27]2)-[c:5]2[c:6]([cH:20][cH:21][cH:22][cH:23]2)[N:7]([CH2:10][CH2:11][O:12][CH2:13][c:14]2[cH:15][cH:16][cH:17][cH:18][cH:19]2)[C:8]1=[O:9])[C:31]([CH:30]([O:29][CH3:28])[C:34](=[O:35])[NH:36][CH2:37][C:38]([C:39]([F:40])([F:41])[F:42])([F:43])[F:44])=[O:32]. Reactants: C(=O)(O)C=1C=C2C=CC=NC2=C(C1)[N+](=O)[O-] (6-carboxy-8-nitroquinoline), C1(=CC=CC=C1)P(C1=CC=CC=C1)C1=CC=CC=C1 (triphenylphosphine), C(C=C)O (allyl alcohol), CCOC(=O)/N=N/C(=O)OCC (DEAD). The solvent is C1CCOC1 (THF). Conditions: time 30 minute. Yields the product C(C=C)OC(=O)C=1C=C2C=CC=NC2=C(C1)[N+](=O)[O-] (6-allyloxycarbonyl 8-nitroquinoline). Isolated yield 59.3%. RXN SMILES: [C:1]([C:4]1[CH:5]=[C:6]2[C:11](=[C:12]([N+:14]([O-:16])=[O:15])[CH:13]=1)[N:10]=[CH:9][CH:8]=[CH:7]2)([OH:3])=[O:2].[C:17]1(P(C2C=CC=CC=2)C2C=CC=CC=2)[CH:22]=CC=C[CH:18]=1.C(O)C=C.CCOC(/N=N/C(OCC)=O)=O>C1COCC1>[CH2:22]([O:2][C:1]([C:4]1[CH:5]=[C:6]2[C:11](=[C:12]([N+:14]([O-:16])=[O:15])[CH:13]=1)[N:10]=[CH:9][CH:8]=[CH:7]2)=[O:3])[CH:17]=[CH2:18]. Procedure: To a solution of 6-carboxy-8-nitroquinoline (5.7 g; 26 mM) in THF (70 ml) was added triphenylphosphine (8.9 g; 33.8 mM), allyl alcohol (2.3 ml; 33.8 mM) and DEAD (5.35 ml; 33.8 mM). After stirring at ambient temperature for 30 minutes, the mixture was extracted with ethyl acetate and purified by subjecting to flash chromatography, eluting with ethyl acetate/petroleum ether (40/60) to give 6-allyloxycarbonyl 8-nitroquinoline (4 g; 67.7%). Reactants: CCc1csc(NC(=O)OC(C)(C)C)n1, C1CCOC1, [Li]CCCC, CCCCCC, CSSC. Yields the product CCc1nc(NC(=O)OC(C)(C)C)sc1SC. RXN SMILES: [C:1]([CH3:2])([CH3:3])([CH3:4])[O:5][C:6]([NH:7][c:8]1[s:9][cH:10][c:11]([CH2:13][CH3:14])[n:12]1)=[O:15].[CH2:31]1[O:32][CH2:33][CH2:34][CH2:35]1.[CH3:16][CH2:17][CH2:18][CH2:19][Li:20].[CH3:21][CH2:22][CH2:23][CH2:24][CH2:25][CH3:26].[CH3:27][S:28][S:29][CH3:30]>>[C:1]([CH3:2])([CH3:3])([CH3:4])[O:5][C:6]([NH:7][c:8]1[s:9][c:10]([S:28][CH3:27])[c:11]([CH2:13][CH3:14])[n:12]1)=[O:15].